describe an organic reaction: reactants, conditions, products, and yield From a dataset of the Open Reaction Database (ORD), a public repository of structured organic reaction records. Reactants: [BH4-], CCO, CC(C(=O)c1ccc(O[Si](C(C)C)(C(C)C)C(C)C)c(F)c1)N1CCC(O)(c2ccc(F)cc2)CC1, [Na+]. The product is CC(C(O)c1ccc(O[Si](C(C)C)(C(C)C)C(C)C)c(F)c1)N1CCC(O)(c2ccc(F)cc2)CC1. Reaction SMILES: [BH4-:1].[CH3:39][CH2:40][OH:41].[F:3][c:4]1[cH:5][c:6]([C:21]([CH:22]([CH3:23])[N:24]2[CH2:25][CH2:26][C:27]([OH:30])([c:31]3[cH:32][cH:33][c:34]([F:37])[cH:35][cH:36]3)[CH2:28][CH2:29]2)=[O:38])[cH:7][cH:8][c:9]1[O:10][Si:11]([CH:12]([CH3:13])[CH3:14])([CH:15]([CH3:16])[CH3:17])[CH:18]([CH3:19])[CH3:20].[Na+:2]>>[F:3][c:4]1[cH:5][c:6]([CH:21]([CH:22]([CH3:23])[N:24]2[CH2:25][CH2:26][C:27]([OH:30])([c:31]3[cH:32][cH:33][c:34]([F:37])[cH:35][cH:36]3)[CH2:28][CH2:29]2)[OH:38])[cH:7][cH:8][c:9]1[O:10][Si:11]([CH:12]([CH3:13])[CH3:14])([CH:15]([CH3:16])[CH3:17])[CH:18]([CH3:19])[CH3:20]. Reactants: CCOC(=O)C(=Cc1ccc(OC)cc1)OCC, Cc1ccccc1, CCO, [Na+], [OH-], O. The product is CCOC(=Cc1ccc(OC)cc1)C(=O)O. Reaction SMILES: [CH2:7]([CH3:8])[O:9][C:10]([C:11](=[O:12])[O:13][CH2:14][CH3:15])=[CH:16][c:17]1[cH:18][cH:19][c:20]([O:23][CH3:24])[cH:21][cH:22]1.[CH3:25][c:26]1[cH:27][cH:28][cH:29][cH:30][cH:31]1.[CH3:4][CH2:5][OH:6].[Na+:2].[OH-:1].[OH2:3]>>[CH2:7]([CH3:8])[O:9][C:10]([C:11](=[O:12])[OH:13])=[CH:16][c:17]1[cH:18][cH:19][c:20]([O:23][CH3:24])[cH:21][cH:22]1. Reactants: O=CC(=O)O, Cl, Oc1cccc(F)c1O, [Na+], [OH-], O. Yields the product O=C(O)C(O)c1ccc(F)c(O)c1O. RXN SMILES: [C:10]([CH:11]=[O:12])(=[O:13])[OH:14].[ClH:17].[F:1][c:2]1[c:3]([OH:9])[c:4]([OH:5])[cH:6][cH:7][cH:8]1.[Na+:16].[OH-:15].[OH2:18]>>[F:1][c:2]1[c:3]([OH:9])[c:4]([OH:5])[c:6]([CH:11]([C:10](=[O:13])[OH:14])[OH:12])[cH:7][cH:8]1. Starting materials: O (water), OOS(=O)[O-].[K+] (OXONE), ClC=1C=C2C=C(NC2=CC1C(F)(F)F)C(CSC1=CC=C(C=C1)F)(C)O (2-(5-chloro-6-trifluoromethyl-1H-indol-2-yl)-1-(4-fluoro-phenylsulfanyl)-propan-2-ol), O (water). The reagents and catalysts are S(=O)(=O)(O)[O-].C(CCC)[N+](CCCC)(CCCC)CCCC (tetrabutylammonium hydrogensulfate). The solvent is ClCCl (dichloromethane), ClCCl (dichloromethane). Conditions: time 8 hour. Yields the product ClC=1C=C2C=C(NC2=CC1C(F)(F)F)C(CS(=O)(=O)C1=CC=C(C=C1)F)(C)O (2-(5-Chloro-6-trifluoromethyl-1H-indol-2-yl)-1-(4-fluoro-benzenesulfonyl)-propan-2-ol). As a reaction SMILES: [Cl:1][C:2]1[CH:3]=[C:4]2[C:8](=[CH:9][C:10]=1[C:11]([F:14])([F:13])[F:12])[NH:7][C:6]([C:15]([OH:26])([CH3:25])[CH2:16][S:17][C:18]1[CH:23]=[CH:22][C:21]([F:24])=[CH:20][CH:19]=1)=[CH:5]2.[OH:27]OS([O-])=O.[K+].[OH2:33]>ClCCl.S([O-])(O)(=O)=O.C([N+](CCCC)(CCCC)CCCC)CCC>[Cl:1][C:2]1[CH:3]=[C:4]2[C:8](=[CH:9][C:10]=1[C:11]([F:12])([F:13])[F:14])[NH:7][C:6]([C:15]([OH:26])([CH3:25])[CH2:16][S:17]([C:18]1[CH:23]=[CH:22][C:21]([F:24])=[CH:20][CH:19]=1)(=[O:27])=[O:33])=[CH:5]2 |f:1.2,5.6|. Procedure details: To a solution of 2-(5-chloro-6-trifluoromethyl-1H-indol-2-yl)-1-(4-fluoro-phenylsulfanyl)-propan-2-ol (0.42 g, 1.04 mmol) in dichloromethane (10 mL) was added water (10 mL). The solution was stirred rapidly and tetrabutylammonium hydrogensulfate (12 mg, 0.035 mmol) was added followed by OXONE® (1.02 g, 1.66 mmol). The reaction mixture turned bright yellow and was allowed to proceed overnight at room temperature. The reaction mixture was diluted with water and dichloromethane, the layers were sep... Reactants: C(C1=CC=CC=C1)O (benzyl alcohol), [N+](=O)([O-])C=1C=C(C=C(C1)[N+](=O)[O-])I (3,5-dinitroiodobenzene). The product is C(C1=CC=CC=C1)OC=1C=C(C=C(C1)[N+](=O)[O-])I (3-benzyloxy-5-nitroiodobenzene). The yield is 54.0%. As a reaction SMILES: [CH2:1]([OH:8])[C:2]1[CH:7]=[CH:6][CH:5]=[CH:4][CH:3]=1.[N+:9]([C:12]1[CH:13]=[C:14]([I:21])[CH:15]=[C:16]([N+]([O-])=O)[CH:17]=1)([O-:11])=[O:10]>>[CH2:1]([O:8][C:16]1[CH:15]=[C:14]([I:21])[CH:13]=[C:12]([N+:9]([O-:11])=[O:10])[CH:17]=1)[C:2]1[CH:7]=[CH:6][CH:5]=[CH:4][CH:3]=1. Procedure details: Using the procedure described in the first paragraph of Note c. below Table I in Example 2, benzyl alcohol was reacted with 3,5-dinitroiodobenzene to give 3-benzyloxy-5-nitroiodobenzene in 54% yield, m.p. 79°-80° C. The reactants are C(C)(=O)OC=C (vinyl acetate), C(C=C)S(=O)(=O)[O-].[Na+] (sodium allylsulfonate), C(C)(=O)OC=C (vinyl acetate), CC(C)(C#N)N=NC(C)(C)C#N (azobisisobutylonitrile). The solvent is CO (methanol). Yields the product C(C)(=O)OC=C.C(C=C)S(=O)(=O)[O-].[Na+] (vinyl acetate sodium allylsulfonate). RXN SMILES: [C:1]([O:4][CH:5]=[CH2:6])(=[O:3])[CH3:2].[CH2:7]([S:10]([O-:13])(=[O:12])=[O:11])[CH:8]=[CH2:9].[Na+:14].CC(N=NC(C#N)(C)C)(C#N)C>CO>[C:1]([O:4][CH:5]=[CH2:6])(=[O:3])[CH3:2].[CH2:7]([S:10]([O-:13])(=[O:12])=[O:11])[CH:8]=[CH2:9].[Na+:14] |f:1.2,5.6.7|. Procedure: A 1,000 ml. glass polymerization vessel equipped with a reflux condenser, a dropping funnel, a thermometer and a stirrer was charged with 395 parts of vinyl acetate, 186 parts of methanol, 27 parts of sodium allylsulfonate and 0.23% by mole per the vinyl acetate of azobisisobutylonitrile. After carrying out the polymerization at a temperature of 60° to 65°C. for 8 hours, the residual vinyl acetate was removed by a conventional method to give vinyl acetate-sodium allylsulfonate copolymer containi... Starting materials: Br, Cc1ccccc1, Sc1ccc(Cl)cc1. Yields the product Clc1ccc(SCBr)cc1. RXN SMILES: [BrH:1].[CH3:10][c:11]1[cH:12][cH:13][cH:14][cH:15][cH:16]1.[Cl:2][c:3]1[cH:4][cH:5][c:6]([SH:9])[cH:7][cH:8]1>>[Br:1][CH2:10][S:9][c:6]1[cH:5][cH:4][c:3]([Cl:2])[cH:8][cH:7]1.